Dataset: the Open Reaction Database (ORD), a public repository of structured organic reaction records. Task: describe an organic reaction: reactants, conditions, products, and yield Starting materials: Cl, O=C(O)c1cc(Cl)c(Cl)cc1C(=O)O, O=C(O)c1ccc(Cl)c(Cl)c1C(=O)O, O=C(O)c1c(Cl)ccc(Cl)c1C(=O)O, O=C(O)c1cc(Cl)c(Cl)c(Cl)c1C(=O)O, [Na+], [OH-], O, O=C(O)c1ccccc1C(=O)O. Yields the product O=C(O)c1ccc(Cl)cc1C(=O)O. Reaction SMILES: [Cl:13].[Cl:16][c:17]1[cH:18][c:19]([C:27](=[O:28])[OH:29])[c:20]([C:21](=[O:22])[OH:23])[cH:24][c:25]1[Cl:26].[Cl:30][c:31]1[c:32]([Cl:33])[cH:34][cH:35][c:36]([C:37]([OH:38])=[O:39])[c:40]1[C:41]([OH:42])=[O:43].[Cl:44][c:45]1[cH:46][cH:47][c:48]([Cl:49])[c:50]([C:51]([OH:52])=[O:53])[c:54]1[C:55]([OH:56])=[O:57].[Cl:58][c:59]1[cH:60][c:61]([C:62]([OH:63])=[O:64])[c:65]([C:66]([OH:67])=[O:68])[c:69]([Cl:70])[c:71]1[Cl:72].[Na+:15].[OH-:14].[OH2:73].[OH:1][C:2]([c:3]1[c:4]([C:5](=[O:6])[OH:7])[cH:8][cH:9][cH:10][cH:11]1)=[O:12]>>[Cl:16][c:17]1[cH:18][c:19]([C:27](=[O:28])[OH:29])[c:20]([C:21](=[O:22])[OH:23])[cH:24][cH:25]1. Reactants: COC(=O)[C@H]1NC[C@H](C1)NC(=O)OCC1=CC=CC=C1 ((2S,4S)-4-Benzyloxycarbonylaminopyrrolidine-2-carboxylic acid methyl ester), C(CCCC)N(C(=O)Cl)CC1=CC=C(C=C1)C1=C(C=CC=C1)C=1N=NN(N1)C(C1=CC=CC=C1)(C1=CC=CC=C1)C1=CC=CC=C1 (N-pentyl-N-[2′-(2-trityl-2H-tetrazol-5-yl)-biphenyl-4-ylmethyl]carbamoyl chloride), C1(=CC=CC=C1)C (toluene), CCN(C(C)C)C(C)C (DIPEA). Reaction conditions: temperature 90 celsius, time 16 hour. The product is COC(=O)[C@H]1N(C[C@H](C1)NC(=O)OCC1=CC=CC=C1)C(N(CC1=CC=C(C=C1)C1=C(C=CC=C1)C1=NN=NN1C(C1=CC=CC=C1)(C1=CC=CC=C1)C1=CC=CC=C1)CCCCC)=O ((2S,4S)-4-Benzyloxycarbonylamino-1-{pentyl-[2′-(1-trityl-1H-tetrazol-5-yl) biphenyl-4-ylmethyl]carbamoyl}pyrrolidine-2-carboxylic Acid Methyl Ester). As a reaction SMILES: [CH3:1][O:2][C:3]([C@@H:5]1[CH2:9][C@H:8]([NH:10][C:11]([O:13][CH2:14][C:15]2[CH:20]=[CH:19][CH:18]=[CH:17][CH:16]=2)=[O:12])[CH2:7][NH:6]1)=[O:4].[CH2:21]([N:26]([CH2:30][C:31]1[CH:36]=[CH:35][C:34]([C:37]2[CH:42]=[CH:41][CH:40]=[CH:39][C:38]=2[C:43]2[N:44]=[N:45][N:46](C(C3C=CC=CC=3)(C3C=CC=CC=3)C3C=CC=CC=3)[N:47]=2)=[CH:33][CH:32]=1)[C:27](Cl)=[O:28])[CH2:22][CH2:23][CH2:24][CH3:25].CCN([CH:73]([CH3:75])[CH3:74])C(C)C.[C:76]1([CH3:82])[CH:81]=[CH:80][CH:79]=[CH:78][CH:77]=1>>[CH3:1][O:2][C:3]([C@@H:5]1[CH2:9][C@H:8]([NH:10][C:11]([O:13][CH2:14][C:15]2[CH:20]=[CH:19][CH:18]=[CH:17][CH:16]=2)=[O:12])[CH2:7][N:6]1[C:27](=[O:28])[N:26]([CH2:21][CH2:22][CH2:23][CH2:24][CH3:25])[CH2:30][C:31]1[CH:36]=[CH:35][C:34]([C:37]2[CH:42]=[CH:41][CH:40]=[CH:39][C:38]=2[C:43]2[N:47]([C:82]([C:74]3[CH:73]=[CH:75][CH:9]=[CH:5][CH:3]=3)([C:15]3[CH:20]=[CH:19][CH:18]=[CH:17][CH:16]=3)[C:76]3[CH:81]=[CH:80][CH:79]=[CH:78][CH:77]=3)[N:46]=[N:45][N:44]=2)=[CH:33][CH:32]=1)=[O:4]. Procedure: (2S,4S)-4-Benzyloxycarbonylaminopyrrolidine-2-carboxylic acid methyl ester (1.4 g, 5.1 mmol) and N-pentyl-N-[2′-(2-trityl-2H-tetrazol-5-yl)-biphenyl-4-ylmethyl]carbamoyl chloride (1 equiv) were dissolved in toluene (100 mL). DIPEA (3 equiv) was added, and the solution was stirred at 90° C. for 16 hours. The solution was cooled, washed with water (100 mL), 1M HCl (100 mL) and saturated aqueous NaHCO3 (100 mL), then dried over Na2SO4. The solvent was evaporated to afford the title compound (3.93 g... As a reaction SMILES: [N+:1]([O-:4])(O)=[O:2].[Cl:5][C:6]1[C:11]([OH:12])=[CH:10][C:9]([N:13]2[C:18](=[O:19])[CH:17]=[C:16]([C:20]([F:23])([F:22])[F:21])[CH:15]=[N:14]2)=[C:8]([F:24])[CH:7]=1>>[Cl:5][C:6]1[CH:7]=[C:8]([F:24])[C:9]([N:13]2[C:18](=[O:19])[CH:17]=[C:16]([C:20]([F:21])([F:22])[F:23])[CH:15]=[N:14]2)=[C:10]([N+:1]([O-:4])=[O:2])[C:11]=1[OH:12]. The product is ClC1=C(C(=C(C(=C1)F)N1N=CC(=CC1=O)C(F)(F)F)[N+](=O)[O-])O (2-(4-chloro-6-fluoro-3-hydroxy-2-nitrophenyl)-5-trifluoromethylpyridazin-3-one). Procedure: Nitric acid (70%, 12 ml) was added to the ice-cooled 2-(4-chloro-2-fluoro-5-hydroxyphenyl)-5-trifluoromethylpyridazin-3-one (1.25 g) and stirred at room temperature for 30 minutes. Crushed ice was added. The precipitate was collected by filtration and washed with water to give 1.20 g of the desired product, m.p. 146-8° C. Starting materials: [N+](=O)(O)[O-] (Nitric acid), ice, ClC1=CC(=C(C=C1O)N1N=CC(=CC1=O)C(F)(F)F)F (2-(4-chloro-2-fluoro-5-hydroxyphenyl)-5-trifluoromethylpyridazin-3-one). Run at time 30 minute. The reactants are [Si](C)(C)(C(C)(C)C)OC=1C=C2C=CN(C2=CC1)C(=O)OC(C)(C)C (tert-butyl 5-{[tert-butyl(dimethyl)silyl]oxy}-1H-indole-1-carboxylate), CCCC[N+](CCCC)(CCCC)CCCC.[F-] (TBAF). Solvent: C1CCOC1 (THF). Conditions: time 10 minute. The product is OC=1C=C2C=CN(C2=CC1)C(=O)OC(C)(C)C (tert-butyl 5-hydroxy-1H-indole-1-carboxylate). As a reaction SMILES: [Si]([O:8][C:9]1[CH:10]=[C:11]2[C:15](=[CH:16][CH:17]=1)[N:14]([C:18]([O:20][C:21]([CH3:24])([CH3:23])[CH3:22])=[O:19])[CH:13]=[CH:12]2)(C(C)(C)C)(C)C.CCCC[N+](CCCC)(CCCC)CCCC.[F-]>C1COCC1>[OH:8][C:9]1[CH:10]=[C:11]2[C:15](=[CH:16][CH:17]=1)[N:14]([C:18]([O:20][C:21]([CH3:24])([CH3:23])[CH3:22])=[O:19])[CH:13]=[CH:12]2 |f:1.2|. Procedure details: A solution (0.18 M) of tert-butyl 5-{[tert-butyl(dimethyl)silyl]oxy}-1H-indole-1-carboxylate in THF was treated with TBAF (1.1 eq) at 0° C. The mixture was stirred at that temperature for 10 min and allowed to reach room temperature. The reaction was quenched by the addition of saturated aqueous NH4Cl solution and extracted with ethyl acetate. The organic layer was washed with H2O, brine and dried over Na2SO4. The crude product was purified by column chromatography on silica gel (Petroleum ether...